This data is from the Open Reaction Database (ORD), a public repository of structured organic reaction records. The task is: describe an organic reaction: reactants, conditions, products, and yield Reactants: C(C)(C)(C)OC(=O)NC1=CC=C(C=C1)C1=NN=C2N1N=CC=C2C(=O)OC(C)(C)C (tert-butyl 3-(4-(tert-butoxycarbonylamino)phenyl)-[1,2,4]triazolo[4,3-b]pyridazine-8-carboxylate), I[Si](C)(C)C (iodotrimethylsilane). Procedure details: To a solution of tert-butyl 3-(4-(tert-butoxycarbonylamino)phenyl)-[1,2,4]triazolo[4,3-b]pyridazine-8-carboxylate (66E) (100 mg, 0.24 mmol) in CH2Cl2 (4 mL) was added iodotrimethylsilane (86 μL, 0.6 mmol) dropwise. After addition, the reaction mixture was stirred at room temperature for 10 min. Analysis by LC/MS indicated the starting material was consumed. The reaction mixture was partitioned between CH2Cl2 and water, then the separated CH2Cl2 layer was washed with water, saturated aqueous NaHC... Yields the product NC1=CC=C(C=C1)C1=NN=C2N1N=CC=C2C(=O)OC(C)(C)C (tert-Butyl 3-(4-aminophenyl)-[1,2,4]-triazolo[4,3-b]pyridazine-8-carboxylate). Conditions: time 10 minute. The yield is 80.3%. RXN SMILES: C(OC([NH:8][C:9]1[CH:14]=[CH:13][C:12]([C:15]2[N:19]3[N:20]=[CH:21][CH:22]=[C:23]([C:24]([O:26][C:27]([CH3:30])([CH3:29])[CH3:28])=[O:25])[C:18]3=[N:17][N:16]=2)=[CH:11][CH:10]=1)=O)(C)(C)C.I[Si](C)(C)C>C(Cl)Cl>[NH2:8][C:9]1[CH:14]=[CH:13][C:12]([C:15]2[N:19]3[N:20]=[CH:21][CH:22]=[C:23]([C:24]([O:26][C:27]([CH3:30])([CH3:29])[CH3:28])=[O:25])[C:18]3=[N:17][N:16]=2)=[CH:11][CH:10]=1. The solvent is C(Cl)Cl (CH2Cl2). As a reaction SMILES: [C:29]([BH3-:30])#[N:31].[CH3:25][C:26]([CH3:27])=[O:28].[Cl:1][c:2]1[cH:3][cH:4][c:5]([NH:8][C:9]([c:10]2[c:11]([NH:16][CH2:17][CH:18]3[CH2:19][CH2:20][NH:21][CH2:22][CH2:23]3)[cH:12][cH:13][cH:14][cH:15]2)=[O:24])[n:6][cH:7]1.[Na+:32].[Na+:34].[OH-:33]>>[Cl:1][c:2]1[cH:3][cH:4][c:5]([NH:8][C:9]([c:10]2[c:11]([NH:16][CH2:17][CH:18]3[CH2:19][CH2:20][N:21]([CH:26]([CH3:25])[CH3:27])[CH2:22][CH2:23]3)[cH:12][cH:13][cH:14][cH:15]2)=[O:24])[n:6][cH:7]1. Starting materials: [BH3-]C#N, CC(C)=O, O=C(Nc1ccc(Cl)cn1)c1ccccc1NCC1CCNCC1, [Na+], [Na+], [OH-]. Product: CC(C)N1CCC(CNc2ccccc2C(=O)Nc2ccc(Cl)cn2)CC1. Reactants: ClC1=C(C#N)C(=CC=C1)C (2-chloro-6-methylbenzonitrile), [F-].[Cs+] (CsF). The solvent is CS(=O)C (DMSO), O (water). Reaction conditions: temperature 140 celsius. Product: FC1=C(C#N)C(=CC=C1)C (2-fluoro-6-methylbenzonitrile). Yield: 65.7%. RXN SMILES: Cl[C:2]1[CH:9]=[CH:8][CH:7]=[C:6]([CH3:10])[C:3]=1[C:4]#[N:5].[F-:11].[Cs+]>CS(C)=O.O>[F:11][C:2]1[CH:9]=[CH:8][CH:7]=[C:6]([CH3:10])[C:3]=1[C:4]#[N:5] |f:1.2|. Procedure: A mixture of 2-chloro-6-methylbenzonitrile (5 g, 33.0 mmol) and CsF (14 g, 92.2 mmol) in DMSO (30 ml) was heated at 140° C. for 15 hr and then allowed to cool to room temperature. It was diluted with water, extracted with dichloromethane, washed with brine, dried (Na2SO4) and concentrated to give 2-fluoro-6-methylbenzonitrile (2.93 g, 66%). A mixture of the above nitrile (250 mg), 1-(4-aminophenyl)-3-(3-pyridyl)-5-ethylpyrazole (200 mg, 0.76 mmol) and Raney Ni (50% in water, 100 mg) in glacial a... Starting materials: ClC1=CC=C(C=C1)C(CCN(CCCN)C)C1=NC=CC=C1 (N-[3-(4-chlorophenyl)-3-(2-pyridyl)propyl]-N-methyl-1,3-propanediamine), C(#N)NC(OC1=CC=CC=C1)=NCCSCC=1N=C(SC1)NC(=N)N (N-cyano-N'-[2-[[(2-guanidino-4-thiazolyl)methyl]thio]ethyl]-O-phenyl-isourea). Yields the product ClC1=CC=C(C=C1)C(CCN(C)CCCNC(=NCCSCC=1N=C(SC1)NC(=N)N)NC#N)C1=NC=CC=C1 (N-[3-[N-[3-(4-chlorophenyl)-3-(2-pyridyl)propyl]-N-methylamino]propyl]-N'-cyano-N"-[2-[[(2-guanidino-4-thiazolyl)methyl]thio]ethyl]guanidine). RXN SMILES: [Cl:1][C:2]1[CH:7]=[CH:6][C:5]([CH:8]([C:17]2[CH:22]=[CH:21][CH:20]=[CH:19][N:18]=2)[CH2:9][CH2:10][N:11]([CH3:16])[CH2:12][CH2:13][CH2:14][NH2:15])=[CH:4][CH:3]=1.[C:23]([NH:25][C:26](=[N:34][CH2:35][CH2:36][S:37][CH2:38][C:39]1[N:40]=[C:41]([NH:44][C:45]([NH2:47])=[NH:46])[S:42][CH:43]=1)OC1C=CC=CC=1)#[N:24]>>[Cl:1][C:2]1[CH:7]=[CH:6][C:5]([CH:8]([C:17]2[CH:22]=[CH:21][CH:20]=[CH:19][N:18]=2)[CH2:9][CH2:10][N:11]([CH2:12][CH2:13][CH2:14][NH:15][C:26]([NH:25][C:23]#[N:24])=[N:34][CH2:35][CH2:36][S:37][CH2:38][C:39]2[N:40]=[C:41]([NH:44][C:45]([NH2:47])=[NH:46])[S:42][CH:43]=2)[CH3:16])=[CH:4][CH:3]=1. Reported procedure: Preparation is effected analogously to Example 1, using 0.8 g (2.5 mmol) of N-[3-(4-chlorophenyl)-3-(2-pyridyl)propyl]-N-methyl-1,3-propanediamine and 0.94 g (2.5 mmol) of N-cyano-N'-[2-[[(2-guanidino-4-thiazolyl)methyl]thio]ethyl]-O-phenyl-isourea as starting materials. Working up by chromatography analogously to Example 1 yields the purified title compound in the form of a dry foam; MS (+FAB method): m/z (rel. int.[%])=599 ([M+H]+,7), 230 (100); IR (KBr): 2161 cm-1 (C≡N). For analytical purpos... Reactants: C(C1=CC=CC=C1)OC=1C=C2C=CNC2=CC1 (5-benzyloxy-1H-indole), [Cl-].C(C1=CC=CC=C1)=[N+]1CCCCC1 (1-benzylidene-piperidinium chloride). Product: C(C1=CC=CC=C1)OC=1C=C2C(=CNC2=CC1)C(N1CCCCC1)C1=CC=CC=C1 (5-Benzyloxy-3-(phenylpiperidin-1-yl-methyl)-1H-indole). RXN SMILES: [CH2:1]([O:8][C:9]1[CH:10]=[C:11]2[C:15](=[CH:16][CH:17]=1)[NH:14][CH:13]=[CH:12]2)[C:2]1[CH:7]=[CH:6][CH:5]=[CH:4][CH:3]=1.[Cl-].[CH:19](=[N+:26]1[CH2:31][CH2:30][CH2:29][CH2:28][CH2:27]1)[C:20]1[CH:25]=[CH:24][CH:23]=[CH:22][CH:21]=1>>[CH2:1]([O:8][C:9]1[CH:10]=[C:11]2[C:15](=[CH:16][CH:17]=1)[NH:14][CH:13]=[C:12]2[CH:19]([C:20]1[CH:25]=[CH:24][CH:23]=[CH:22][CH:21]=1)[N:26]1[CH2:27][CH2:28][CH2:29][CH2:30][CH2:31]1)[C:2]1[CH:3]=[CH:4][CH:5]=[CH:6][CH:7]=1 |f:1.2|. Procedure details: The preparation was carried out in accordance with general synthesis instructions 4 from 5-benzyloxy-1H-indole and 1-benzylidene-piperidinium chloride. Reactants: solid, Cl.Cl.Cl.O1CCC=2C(=NC=CC21)N2CCN(CC2)CC[C@@H]2CC[C@H](CC2)N (trans-4-{2-[4-(2,3-dihydrofuro[3,2-c]pyridin-4-yl)-piperazin-1-yl]-ethyl}-cyclohexanamine trihydrochloride), Cl.Cl.Cl.O1CCC=2C(=NC=CC21)N2CCN(CC2)CC[C@@H]2CC[C@H](CC2)N (trans-4-{2-[4-(2,3-dihydrofuro[3,2-c]pyridin-4-yl)-piperazin-1-yl]-ethyl}-cyclohexanamine trihydrochloride), O1C(CCC1)CC(=O)O (rac-(tetrahydro-furan-2-yl)-acetic acid). Product: O1CCC=2C(=NC=CC21)N2CCN(CC2)CC[C@@H]2CC[C@H](CC2)NC(CC2OCCC2)=O (trans-N-(4-{2-[4-(2,3-Dihydro-furo[3,2-c]pyridin-4-yl)-piperazin-1-yl]-ethyl}-cyclohexyl)-2-rac-(tetrahydro-furan-2-yl)-acetamide). As a reaction SMILES: Cl.Cl.Cl.[O:4]1[C:12]2[CH:11]=[CH:10][N:9]=[C:8]([N:13]3[CH2:18][CH2:17][N:16]([CH2:19][CH2:20][C@H:21]4[CH2:26][CH2:25][C@H:24]([NH2:27])[CH2:23][CH2:22]4)[CH2:15][CH2:14]3)[C:7]=2[CH2:6][CH2:5]1.[O:28]1[CH2:32][CH2:31][CH2:30][CH:29]1[CH2:33][C:34](O)=[O:35]>>[O:4]1[C:12]2[CH:11]=[CH:10][N:9]=[C:8]([N:13]3[CH2:18][CH2:17][N:16]([CH2:19][CH2:20][C@H:21]4[CH2:26][CH2:25][C@H:24]([NH:27][C:34](=[O:35])[CH2:33][CH:29]5[CH2:30][CH2:31][CH2:32][O:28]5)[CH2:23][CH2:22]4)[CH2:15][CH2:14]3)[C:7]=2[CH2:6][CH2:5]1 |f:0.1.2.3|. Reported procedure: The title compound, white solid (85 mg, 77%), MS (ISP) m/z=443.5 [(M+H)+], mp 181.5° C., was prepared in accordance with the general method of example 32 from trans-4-{2-[4-(2,3-dihydrofuro[3,2-c]pyridin-4-yl)-piperazin-1-yl]-ethyl}-cyclohexanamine trihydrochloride (intermediate C) (110 mg, 0.25 mmol) and rac-(tetrahydro-furan-2-yl)-acetic acid. The reactants are ClC=1C=C(C=CC1Cl)C1N(CC1)CCCNC1=NC2=CC=CC=C2C(=C1)OC (2-{3-[2-(3,4-Dichlorophenyl)azetidin-1-yl]prop-1-ylamino}-4-methoxyquinoline), Cl (HCl). Yields the product ClC=1C=C(C=CC1Cl)C1N(CC1)CCCNC=1NC2=CC=CC=C2C(C1)=O (2-{3-[2-(3,4-Dichlorophenyl)azetidin-1-yl]prop-1-ylamino}-1H-quinolin-4-one). Yield: 23.3%. RXN SMILES: [Cl:1][C:2]1[CH:3]=[C:4]([CH:9]2[CH2:12][CH2:11][N:10]2[CH2:13][CH2:14][CH2:15][NH:16][C:17]2[CH:26]=[C:25]([O:27]C)[C:24]3[C:19](=[CH:20][CH:21]=[CH:22][CH:23]=3)[N:18]=2)[CH:5]=[CH:6][C:7]=1[Cl:8].Cl>>[Cl:1][C:2]1[CH:3]=[C:4]([CH:9]2[CH2:12][CH2:11][N:10]2[CH2:13][CH2:14][CH2:15][NH:16][C:17]2[NH:18][C:19]3[C:24]([C:25](=[O:27])[CH:26]=2)=[CH:23][CH:22]=[CH:21][CH:20]=3)[CH:5]=[CH:6][C:7]=1[Cl:8]. Reported procedure: 2-{3-[2-(3,4-Dichlorophenyl)azetidin-1-yl]prop-1-ylamino}-4-methoxyquinoline (0.04 g, 0.096 mmol) was treated at reflux with 10M HCl (4 ml) for 45 min. The reaction mixture was evaporated to dryness, and the residue purified by chromatography on silica gel eluting with 10% (9:1 MeOH/NH3) in dichloromethane to give the title compound as a colourless gum (9 mg, 23%); δH (CD3OD) 1.75 (2H, m), 2.2 (1H, m), 2.45 (1H, m), 2.7-2.9 (2H, m), 3.05 (1H, m), 3.35 (2H, m), 3.55 (1H, m), 5.7 (1H, s), 7.3-7.5 ... Reactants: CCO, CC(C)I, Sc1ccncc1. The product is CC(C)Sc1ccncc1. Reaction SMILES: [CH3:12][CH2:13][OH:14].[CH:8]([CH3:9])([CH3:10])[I:11].[SH:1][c:2]1[cH:3][cH:4][n:5][cH:6][cH:7]1>>[S:1]([c:2]1[cH:3][cH:4][n:5][cH:6][cH:7]1)[CH:8]([CH3:9])[CH3:10]. The product is COC1=CC=C(C=N1)NC1=NC=CN=C1C1=NC(=NC(=C1)S(=O)C)C (N-(6-Methoxypyridin-3-yl)-3-(2-Methyl-6-(Methylsulfinyl)Pyrimidin-4-yl)Pyrazin-2-Amine). Conditions: time 1 hour. Reported procedure: A glass microwave reaction vessel was charged with N-(6-methoxypyridin-3-yl)-3-(2-methyl-6-(methylthio)pyrimidin-4-yl)pyrazin-2-amine (11 mg, 0.032 mmol) and 3-chloroperoxybenzoic acid (11.15 mg, 0.065 mmol) in dioxane (1 mL). The reaction mixture was stirred at room temperature for 1 h. The reaction mixture was used for the next step reaction without purification. The solvent is O1CCOCC1 (dioxane). Reactants: COC1=CC=C(C=N1)NC1=NC=CN=C1C1=NC(=NC(=C1)SC)C (N-(6-methoxypyridin-3-yl)-3-(2-methyl-6-(methylthio)pyrimidin-4-yl)pyrazin-2-amine), ClC=1C=C(C(=O)OO)C=CC1 (3-chloroperoxybenzoic acid). RXN SMILES: [CH3:1][O:2][C:3]1[N:8]=[CH:7][C:6]([NH:9][C:10]2[C:15]([C:16]3[CH:21]=[C:20]([S:22][CH3:23])[N:19]=[C:18]([CH3:24])[N:17]=3)=[N:14][CH:13]=[CH:12][N:11]=2)=[CH:5][CH:4]=1.ClC1C=C(C=CC=1)C(OO)=[O:30]>O1CCOCC1>[CH3:1][O:2][C:3]1[N:8]=[CH:7][C:6]([NH:9][C:10]2[C:15]([C:16]3[CH:21]=[C:20]([S:22]([CH3:23])=[O:30])[N:19]=[C:18]([CH3:24])[N:17]=3)=[N:14][CH:13]=[CH:12][N:11]=2)=[CH:5][CH:4]=1. The reactants are ClCCl, ClC(Cl)Cl, COc1nc(N2CCC(NC(=O)c3[nH]c(C)c(Cl)c3Cl)CC2)sc1C#N, C[Si](C)(C)I. Product: Cc1[nH]c(C(=O)NC2CCN(c3nc(O)c(C#N)s3)CC2)c(Cl)c1Cl. As a reaction SMILES: [Cl:32][CH2:33][Cl:34].[Cl:35][CH:36]([Cl:37])[Cl:38].[Cl:6][c:7]1[c:8]([C:14](=[O:15])[NH:16][CH:17]2[CH2:18][CH2:19][N:20]([c:23]3[s:24][c:25]([C:30]#[N:31])[c:26]([O:28][CH3:29])[n:27]3)[CH2:21][CH2:22]2)[nH:9][c:10]([CH3:13])[c:11]1[Cl:12].[I:1][Si:2]([CH3:3])([CH3:4])[CH3:5]>>[Cl:6][c:7]1[c:8]([C:14](=[O:15])[NH:16][CH:17]2[CH2:18][CH2:19][N:20]([c:23]3[s:24][c:25]([C:30]#[N:31])[c:26]([OH:28])[n:27]3)[CH2:21][CH2:22]2)[nH:9][c:10]([CH3:13])[c:11]1[Cl:12].